From a dataset of the Open Reaction Database (ORD), a public repository of structured organic reaction records. describe an organic reaction: reactants, conditions, products, and yield The reactants are Clc1cc(-n2cccn2)ncn1, Oc1ccccc1, c1ccccc1. Product: c1ccc(Oc2cc(-n3cccn3)ncn2)cc1. As a reaction SMILES: [Cl:1][c:2]1[cH:3][c:4](-[n:8]2[n:9][cH:10][cH:11][cH:12]2)[n:5][cH:6][n:7]1.[OH:13][c:14]1[cH:15][cH:16][cH:17][cH:18][cH:19]1.[cH:20]1[cH:21][cH:22][cH:23][cH:24][cH:25]1>>[c:2]1([O:13][c:14]2[cH:15][cH:16][cH:17][cH:18][cH:19]2)[cH:3][c:4](-[n:8]2[n:9][cH:10][cH:11][cH:12]2)[n:5][cH:6][n:7]1. The reactants are C=Cc1ccccc1, CC#N, Cl, Nc1ccccc1. The product is ClC(Cc1ccccc1)c1ccccc1. As a reaction SMILES: [CH2:1]=[CH:2][c:3]1[cH:4][cH:5][cH:6][cH:7][cH:8]1.[CH3:17][C:18]#[N:19].[ClH:16].[NH2:9][c:10]1[cH:11][cH:12][cH:13][cH:14][cH:15]1>>[CH:1]([CH2:2][c:3]1[cH:4][cH:5][cH:6][cH:7][cH:8]1)([c:10]1[cH:11][cH:12][cH:13][cH:14][cH:15]1)[Cl:16]. Reactants: O=C([O-])[O-], CN(C)C=O, CCOC(C)=O, Cl, COc1ccc2ccccc2c1CCCCN1CCN(C(=O)C(c2ccc(F)cc2)C2CCNCC2)CC1, CC(C)I, [K+], [K+]. Product: COc1ccc2ccccc2c1CCCCN1CCN(C(=O)C(c2ccc(F)cc2)C2CCN(C(C)C)CC2)CC1. Reaction SMILES: [C:40](=[O:41])([O-:42])[O-:43].[CH3:50][N:51]([CH3:52])[CH:53]=[O:54].[CH3:55][CH2:56][O:57][C:58](=[O:59])[CH3:60].[ClH:1].[F:2][c:3]1[cH:4][cH:5][c:6]([CH:9]([C:10](=[O:11])[N:12]2[CH2:13][CH2:14][N:15]([CH2:18][CH2:19][CH2:20][CH2:21][c:22]3[c:23]([O:32][CH3:33])[cH:24][cH:25][c:26]4[cH:27][cH:28][cH:29][cH:30][c:31]34)[CH2:16][CH2:17]2)[CH:34]2[CH2:35][CH2:36][NH:37][CH2:38][CH2:39]2)[cH:7][cH:8]1.[I:46][CH:47]([CH3:48])[CH3:49].[K+:44].[K+:45]>>[F:2][c:3]1[cH:4][cH:5][c:6]([CH:9]([C:10](=[O:11])[N:12]2[CH2:13][CH2:14][N:15]([CH2:18][CH2:19][CH2:20][CH2:21][c:22]3[c:23]([O:32][CH3:33])[cH:24][cH:25][c:26]4[cH:27][cH:28][cH:29][cH:30][c:31]34)[CH2:16][CH2:17]2)[CH:34]2[CH2:35][CH2:36][N:37]([CH:47]([CH3:48])[CH3:49])[CH2:38][CH2:39]2)[cH:7][cH:8]1. Reactants: ClC=1C=C2C(=NC1C1=CC=C(C=C1)B1OC(C(O1)(C)C)(C)C)N(C(=N2)O[C@@H]2CO[C@H]1[C@@H]2OC[C@H]1O)COCC[Si](C)(C)C ((3R,3aR,6R,6aR)-6-(6-chloro-5-(4-(4,4,5,5-tetramethyl-1,3,2-dioxaborolan-2-yl)phenyl)-3-(2-trimethylsilanyl-ethoxymethyl)-3H-imidazo[4,5-b]pyridin-2-yloxy)hexahydrofuro[3,2-b]furan-3-ol), BrC1=CC=C(C=C1)S(=O)(N(C)C)=NC (4-bromo-N,N,N′-trimethyl-benzenesulfonimidamide), Intermediate 3. The solvent is O1CCOCC1 (1,4-dioxane). Yields the product O[C@@H]1CO[C@H]2[C@@H]1OC[C@H]2OC2=NC=1C(=NC(=C(C1)Cl)C1=CC=C(C=C1)C1=CC=C(C=C1)S(=O)(N(C)C)=NC)N2COCC[Si](C)(C)C (4-[4-(2-{[(3R,3aR,6R,6aR)-6-Hydroxy-hexahydrofuro[3,2-b]furan-3-yl]oxy}-6-chloro-3-{[2-(trimethylsilyl)ethoxy]methyl}-3H-imidazo[4,5-b]pyridin-5-yl)phenyl]-N,N,N′-trimethyl-benzenesulfonimidamide). Reaction SMILES: [Cl:1][C:2]1[CH:3]=[C:4]2[N:25]=[C:24]([O:26][C@H:27]3[C@H:31]4[O:32][CH2:33][C@@H:34]([OH:35])[C@H:30]4[O:29][CH2:28]3)[N:23]([CH2:36][O:37][CH2:38][CH2:39][Si:40]([CH3:43])([CH3:42])[CH3:41])[C:5]2=[N:6][C:7]=1[C:8]1[CH:13]=[CH:12][C:11](B2OC(C)(C)C(C)(C)O2)=[CH:10][CH:9]=1.Br[C:45]1[CH:50]=[CH:49][C:48]([S:51](=[N:56][CH3:57])([N:53]([CH3:55])[CH3:54])=[O:52])=[CH:47][CH:46]=1>O1CCOCC1>[OH:35][C@H:34]1[C@H:30]2[O:29][CH2:28][C@@H:27]([O:26][C:24]3[N:23]([CH2:36][O:37][CH2:38][CH2:39][Si:40]([CH3:41])([CH3:42])[CH3:43])[C:5]4=[N:6][C:7]([C:8]5[CH:13]=[CH:12][C:11]([C:45]6[CH:46]=[CH:47][C:48]([S:51](=[N:56][CH3:57])([N:53]([CH3:54])[CH3:55])=[O:52])=[CH:49][CH:50]=6)=[CH:10][CH:9]=5)=[C:2]([Cl:1])[CH:3]=[C:4]4[N:25]=3)[C@H:31]2[O:32][CH2:33]1. Reported procedure: The title compound is prepared from (3R,3aR,6R,6aR)-6-(6-chloro-5-(4-(4,4,5,5-tetramethyl-1,3,2-dioxaborolan-2-yl)phenyl)-3-(2-trimethylsilanyl-ethoxymethyl)-3H-imidazo[4,5-b]pyridin-2-yloxy)hexahydrofuro[3,2-b]furan-3-ol and 4-bromo-N,N,N′-trimethyl-benzenesulfonimidamide following a procedure analogous to that described for Intermediate 3 (Step 3) using 1,4-dioxane as a solvent. LC (method 1): tR=1.06 min; Mass spectrum (ESI+): m/z=700 [M+H]+.